describe an organic reaction: reactants, conditions, products, and yield From a dataset of the Open Reaction Database (ORD), a public repository of structured organic reaction records. Reactants: C(C1=CC=CC=C1)N1N=CC2=CC(=CC=C12)NC=1C2=C(N=CN1)C=NC(=C2)Cl ((1-Benzyl-1H-indazol-5-yl)-(6-chloro-pyrido[3,4-d]pyrimidin-4-yl)-amine), CN1C=NC=C1[Sn](CCCC)(CCCC)CCCC (1-methyl-5-[tri(n-butyl)stannyl]imidazole). Reagents/catalysts: [Pd](Cl)Cl.C1(=CC=CC=C1)P(CCCCP(C1=CC=CC=C1)C1=CC=CC=C1)C1=CC=CC=C1 (1,4-bis(diphenylphosphino)-butane palladium (II) chloride), [Ag]=O (silver oxide). Run in O1CCOCC1 (dioxane). Yields the product C(C1=CC=CC=C1)N1N=CC2=CC(=CC=C12)NC=1C2=C(N=CN1)C=NC(=C2)C=2N(C=NC2)C ((1-Benzyl-1H-indazol-5-yl)-(6-(3-methyl-3H-imidazol-4-yl)-pyrido[3,4-d]pyrimidin-4-yl)-amine). The yield is 20.0%. RXN SMILES: [CH2:1]([N:8]1[C:16]2[C:11](=[CH:12][C:13]([NH:17][C:18]3[C:19]4[CH:27]=[C:26](Cl)[N:25]=[CH:24][C:20]=4[N:21]=[CH:22][N:23]=3)=[CH:14][CH:15]=2)[CH:10]=[N:9]1)[C:2]1[CH:7]=[CH:6][CH:5]=[CH:4][CH:3]=1.[CH3:29][N:30]1[C:34]([Sn](CCCC)(CCCC)CCCC)=[CH:33][N:32]=[CH:31]1>O1CCOCC1.[Pd](Cl)Cl.C1(P(C2C=CC=CC=2)CCCCP(C2C=CC=CC=2)C2C=CC=CC=2)C=CC=CC=1.[Ag]=O>[CH2:1]([N:8]1[C:16]2[C:11](=[CH:12][C:13]([NH:17][C:18]3[C:19]4[CH:27]=[C:26]([C:34]5[N:30]([CH3:29])[CH:31]=[N:32][CH:33]=5)[N:25]=[CH:24][C:20]=4[N:21]=[CH:22][N:23]=3)=[CH:14][CH:15]=2)[CH:10]=[N:9]1)[C:2]1[CH:7]=[CH:6][CH:5]=[CH:4][CH:3]=1 |f:3.4|. Procedure: (1-Benzyl-1H-indazol-5-yl)-(6-chloro-pyrido[3,4-d]pyrimidin-4-yl)-amine (0.70 g, 1.81 mmol), 1-methyl-5-[tri(n-butyl)stannyl]imidazole (prepared according to the published method: K. Gaare et. al., Acta Chem. Scand., (1993), 47(1), p57-62) (2.2 g, 6 mmol), 1,4-bis(diphenylphosphino)-butane palladium (II) chloride (0.41 g, 0.7 mmol) and silver oxide (0.22 g, 1.8 mmol) were reacted in dry dioxane according to Procedure B. Purification by silica gel chromatography, eluting with 10%MeOH/EtOAc, gave ... Starting materials: BrB(Br)Br, CC(C)c1cc(Oc2c(Cl)cc(CO)cc2Cl)ccc1O, ClCCl, O. Yields the product CC(C)c1cc(Oc2c(Cl)cc(CBr)cc2Cl)ccc1O. As a reaction SMILES: [B:22]([Br:23])([Br:24])[Br:25].[Cl:1][c:2]1[cH:3][c:4]([CH2:5][OH:6])[cH:7][c:8]([Cl:21])[c:9]1[O:10][c:11]1[cH:12][c:13]([CH:18]([CH3:19])[CH3:20])[c:14]([OH:17])[cH:15][cH:16]1.[Cl:27][CH2:28][Cl:29].[OH2:26]>>[Cl:1][c:2]1[cH:3][c:4]([CH2:5][Br:23])[cH:7][c:8]([Cl:21])[c:9]1[O:10][c:11]1[cH:12][c:13]([CH:18]([CH3:19])[CH3:20])[c:14]([OH:17])[cH:15][cH:16]1. Starting materials: COc1ccccc1C=O, OCC(O)CO. The product is COc1ccccc1C1OCC(O)CO1. RXN SMILES: [CH3:1][O:2][c:3]1[c:4]([CH:5]=[O:6])[cH:7][cH:8][cH:9][cH:10]1.[OH:11][CH2:12][CH:13]([OH:14])[CH2:15][OH:16]>>[CH3:1][O:2][c:3]1[c:4]([CH:5]2[O:6][CH2:15][CH:13]([OH:14])[CH2:12][O:11]2)[cH:7][cH:8][cH:9][cH:10]1. Reactants: ClC1=NC(=NC(=C1)OC)OC (4-chloro-2,6-dimethoxy-pyrimidine), C(C)(C)(C)OC(=O)N1CCC(CC1)N (4-amino-piperidine-1-carboxylic acid tert-butyl ester), C(C)N(C(C)C)C(C)C (N-ethyl diisopropylamine). Solvent: C(C)#N (acetonitrile), CC(=O)N(C)C (DMAc). Reaction conditions: time 30 minute. Product: C(C)(C)(C)OC(=O)N1CCC(CC1)NC1=NC(=NC(=C1)OC)OC (4-(2,6-Dimethoxy-pyrimidin-4-ylamino)-piperidine-1-carboxylic acid tert-butyl ester). RXN SMILES: Cl[C:2]1[CH:7]=[C:6]([O:8][CH3:9])[N:5]=[C:4]([O:10][CH3:11])[N:3]=1.[C:12]([O:16][C:17]([N:19]1[CH2:24][CH2:23][CH:22]([NH2:25])[CH2:21][CH2:20]1)=[O:18])([CH3:15])([CH3:14])[CH3:13].C(N(C(C)C)C(C)C)C>C(#N)C.CC(N(C)C)=O>[C:12]([O:16][C:17]([N:19]1[CH2:24][CH2:23][CH:22]([NH:25][C:2]2[CH:7]=[C:6]([O:8][CH3:9])[N:5]=[C:4]([O:10][CH3:11])[N:3]=2)[CH2:21][CH2:20]1)=[O:18])([CH3:15])([CH3:13])[CH3:14]. Procedure details: A solution of 4-chloro-2,6-dimethoxy-pyrimidine (1.92 g, 11.0 mmol, 1.0 equiv; commercially available), 4-amino-piperidine-1-carboxylic acid tert-butyl ester (2.64 g, 13.20 mmol, 1.2 equiv) and N-ethyl diisopropylamine (2.24 mL, 1.71 g, 13.20 mmol, 1.2 equiv) in acetonitrile (8 mL) and DMAc (2 mL) was heated by microwave irradiation to 160° C. for 1 h and then to 180° C. for 30 min. The reaction mixture was concentrated under reduced pressure and the crude material purified by silica column chro... The reactants are CC(=O)O, CCOC(C)=O, C1CCOC1, O=C(Cc1ccccc1)NC1C(=O)N2C1SCC(CO)C2C(=O)O, [N-]=[N+]=C(c1ccccc1)c1ccccc1. Yields the product O=C(Cc1ccccc1)NC1C(=O)N2C1SCC(CO)C2C(=O)OC(c1ccccc1)c1ccccc1. RXN SMILES: [CH3:40][C:41](=[O:42])[OH:43].[CH3:44][CH2:45][O:46][C:47](=[O:48])[CH3:49].[O:50]1[CH2:51][CH2:52][CH2:53][CH2:54]1.[c:16]1([CH2:22][C:23](=[O:24])[NH:25][CH:26]2[CH:27]3[N:28]([CH:29]([C:35](=[O:36])[OH:37])[CH:30]([CH2:33][OH:34])[CH2:31][S:32]3)[C:38]2=[O:39])[cH:17][cH:18][cH:19][cH:20][cH:21]1.[c:1]1([C:7](=[N+:8]=[N-:9])[c:10]2[cH:11][cH:12][cH:13][cH:14][cH:15]2)[cH:2][cH:3][cH:4][cH:5][cH:6]1>>[c:1]1([CH:7]([c:10]2[cH:11][cH:12][cH:13][cH:14][cH:15]2)[O:37][C:35]([CH:29]2[N:28]3[CH:27]([CH:26]([NH:25][C:23]([CH2:22][c:16]4[cH:17][cH:18][cH:19][cH:20][cH:21]4)=[O:24])[C:38]3=[O:39])[S:32][CH2:31][CH:30]2[CH2:33][OH:34])=[O:36])[cH:2][cH:3][cH:4][cH:5][cH:6]1. Reactants: O=C(n1ccnc1)n1ccnc1, CCNc1nc(SC)ncc1CNc1c(F)c(OC)cc(OC)c1F, [H-], [Na+], C1CCOC1. Product: CCN1C(=O)N(c2c(F)c(OC)cc(OC)c2F)Cc2cnc(SC)nc21. Reaction SMILES: [C:28](=[O:29])([n:30]1[cH:31][cH:32][n:33][cH:34]1)[n:35]1[cH:36][cH:37][n:38][cH:39]1.[F:1][c:2]1[c:3]([NH:13][CH2:14][c:15]2[c:16]([NH:23][CH2:24][CH3:25])[n:17][c:18]([S:21][CH3:22])[n:19][cH:20]2)[c:4]([F:12])[c:5]([O:10][CH3:11])[cH:6][c:7]1[O:8][CH3:9].[H-:26].[Na+:27].[O:40]1[CH2:41][CH2:42][CH2:43][CH2:44]1>>[F:1][c:2]1[c:3]([N:13]2[CH2:14][c:15]3[c:16]([n:17][c:18]([S:21][CH3:22])[n:19][cH:20]3)[N:23]([CH2:24][CH3:25])[C:28]2=[O:29])[c:4]([F:12])[c:5]([O:10][CH3:11])[cH:6][c:7]1[O:8][CH3:9]. Starting materials: C(=O)OCC (ethyl formate), C(#C)C=1C=C(C=CC1)C (3-ethynyltoluene), ice water. Solvent: C(C)OCC (ethyl ether). Conditions: temperature -70 celsius. Product: CC=1C=C(C=CC1)C#CC=O (3-(3-methylphenyl)-2-propynaldehyde). Yield: 47.0%. As a reaction SMILES: [C:1]([C:3]1[CH:4]=[C:5]([CH3:9])[CH:6]=[CH:7][CH:8]=1)#[CH:2].[CH:10](OCC)=[O:11]>C(OCC)C>[CH3:9][C:5]1[CH:4]=[C:3]([C:1]#[C:2][CH:10]=[O:11])[CH:8]=[CH:7][CH:6]=1. Procedure: 1.56 g of 3-ethynyltoluene was dissolved in 20 ml of ethyl ether, and with stirring at -70° C., 8.5 ml of 1.5M n-butyllithium-hexane solution and 1.2 ml of ethyl formate were added. The mixture was stirred at the same temperature for 20 minutes. The reaction mixture was poured into ice water, and the organic layer was separated. The solvent was evaporated to give 900 mg (yield 47%) of 3-(3-methylphenyl)-2-propynaldehyde as a colorless oil.